Dataset: the Open Reaction Database (ORD), a public repository of structured organic reaction records. Task: describe an organic reaction: reactants, conditions, products, and yield Reactants: CCCCCC1CCC(C2CCC(C#CC3(O)CCC(CCCCC)CC3)(CCCCC)CC2)CC1, CCCC1CCC(C(=O)O)CC1, CN(C)c1ccncc1, ClCCl. The product is CCCCCC1CCC(C2CCC(C#CC3(OC(=O)C4CCC(CCC)CC4)CCC(CCCCC)CC3)(CCCCC)CC2)CC1. As a reaction SMILES: [CH2:1]([CH2:2][CH2:3][CH2:4][CH3:5])[C:6]1([C:23]#[C:24][C:25]2([OH:36])[CH2:26][CH2:27][CH:28]([CH2:31][CH2:32][CH2:33][CH2:34][CH3:35])[CH2:29][CH2:30]2)[CH2:7][CH2:8][CH:9]([CH:12]2[CH2:13][CH2:14][CH:15]([CH2:18][CH2:19][CH2:20][CH2:21][CH3:22])[CH2:16][CH2:17]2)[CH2:10][CH2:11]1.[CH2:37]([CH2:38][CH3:39])[CH:40]1[CH2:41][CH2:42][CH:43]([C:46](=[O:47])[OH:48])[CH2:44][CH2:45]1.[CH3:52][N:53]([CH3:54])[c:55]1[cH:56][cH:57][n:58][cH:59][cH:60]1.[Cl:49][CH2:50][Cl:51]>>[CH2:1]([CH2:2][CH2:3][CH2:4][CH3:5])[C:6]1([C:23]#[C:24][C:25]2([O:36][C:46]([CH:43]3[CH2:42][CH2:41][CH:40]([CH2:37][CH2:38][CH3:39])[CH2:45][CH2:44]3)=[O:47])[CH2:26][CH2:27][CH:28]([CH2:31][CH2:32][CH2:33][CH2:34][CH3:35])[CH2:29][CH2:30]2)[CH2:7][CH2:8][CH:9]([CH:12]2[CH2:13][CH2:14][CH:15]([CH2:18][CH2:19][CH2:20][CH2:21][CH3:22])[CH2:16][CH2:17]2)[CH2:10][CH2:11]1. Starting materials: NC(CC(=O)OC)C1=CC(=C(C=C1)OC)OC1CCCC1 (methyl 3-amino-3-(3'-cyclopentyloxy-4'-methoxyphenyl)propionate), [BH4-].[Na+] (sodium borohydride). Run in CO (methanol), CO (methanol). Reaction conditions: time 30 minute. Product: NC(CCO)C1=CC(=C(C=C1)OC)OC1CCCC1 (3-amino-3-(3'-cyclopentyloxy-4'-methoxyphenyl)-1-propanol). Yield: 91.2%. Reaction SMILES: [BH4-].[Na+].[NH2:3][CH:4]([C:10]1[CH:15]=[CH:14][C:13]([O:16][CH3:17])=[C:12]([O:18][CH:19]2[CH2:23][CH2:22][CH2:21][CH2:20]2)[CH:11]=1)[CH2:5][C:6](OC)=[O:7]>CO>[NH2:3][CH:4]([C:10]1[CH:15]=[CH:14][C:13]([O:16][CH3:17])=[C:12]([O:18][CH:19]2[CH2:20][CH2:21][CH2:22][CH2:23]2)[CH:11]=1)[CH2:5][CH2:6][OH:7] |f:0.1|. Reported procedure: To a stirred solid of sodium borohydride (37 grams, 978 mmol) at 0° C., was added methanol (50 mL). To this mixture at 0° C. was added a solution of methyl 3-amino-3-(3'-cyclopentyloxy-4'-methoxyphenyl)propionate (27 grams, 92.2 mmol) in methanol (500 mL) over 1 h. The mixture was stirred in that ice-water bath until the temperature of the reaction mixture stayed at 35° C. or lower for 30 minutes. (Caution: If the ice-water bath was removed too early, a highly exothermic reaction may occur.) The... The reactants are C(#N)C1=NC(=C(C2=CC=C(C=C12)OC1=CC=CC=C1)O)C(=O)OC (Methyl 1-cyano-4-hydroxy-7-phenoxyisoquinoline-3-carboxylate), N[C@@H]1[C@@H](CCCC1)C(=O)O (cis-2-amino-cyclohexanecarboxylic acid), C[O-].[Na+] (sodium methoxide). The solvent is COCCO (2-methoxyethanol). Product: C(#N)C1=NC(=C(C2=CC=C(C=C12)OC1=CC=CC=C1)O)C(=O)N[C@@H]1[C@@H](CCCC1)C(=O)O (cis-2-(1-Cyano-4-hydroxy-7-phenoxyisoquinoline-3-carboxamido)cyclohexanecarboxylic acid). As a reaction SMILES: [C:1]([C:3]1[C:12]2[C:7](=[CH:8][CH:9]=[C:10]([O:13][C:14]3[CH:19]=[CH:18][CH:17]=[CH:16][CH:15]=3)[CH:11]=2)[C:6]([OH:20])=[C:5]([C:21](OC)=[O:22])[N:4]=1)#[N:2].[NH2:25][C@H:26]1[CH2:31][CH2:30][CH2:29][CH2:28][C@H:27]1[C:32]([OH:34])=[O:33].C[O-].[Na+]>COCCO>[C:1]([C:3]1[C:12]2[C:7](=[CH:8][CH:9]=[C:10]([O:13][C:14]3[CH:15]=[CH:16][CH:17]=[CH:18][CH:19]=3)[CH:11]=2)[C:6]([OH:20])=[C:5]([C:21]([NH:25][C@H:26]2[CH2:31][CH2:30][CH2:29][CH2:28][C@H:27]2[C:32]([OH:34])=[O:33])=[O:22])[N:4]=1)#[N:2] |f:2.3|. Procedure: Methyl 1-cyano-4-hydroxy-7-phenoxyisoquinoline-3-carboxylate (30 mg, 0.09 mmol), cis-2-amino-cyclohexanecarboxylic acid (67 mg, 0.47 mmol, Acros) and sodium methoxide (20 mg, 0.37 mmol) were suspended in 2-methoxyethanol (3 mL). The resulting mixture was heated to reflux for 3 hours and then cooled to room temperature. The solvent was removed in vacuo and the residue was dissolved in H2O (15 mL) and EtOAc (15 mL). To the stirred mixture was added 1 N hydrochloric acid until pH was 1. The layers ... Starting materials: ClCC1=CC=C(C=C1)NC(=O)C1=CC2=CC(=CC=C2CC1)C1=CC=CC=C1 (N-[4-(chloromethyl)-phenyl]-7-phenyl-3,4-dihydronaphthalene-2-carboxamide), C(C)N1CCCCC1 (1-ethylpiperidine). Solvent: CN(C)C=O (DMF). Reaction conditions: time 14 hour. The product is [Cl-].C(C)[N+]1(CCCCC1)CC1=CC=C(C=C1)NC(=O)C1=CC2=CC(=CC=C2CC1)C1=CC=CC=C1 (1-ethyl-1-[4-(7-phenyl-3,4-dihydro-naphthalene-2-carboxamido)benzyl]piperidinium chloride). As a reaction SMILES: [Cl:1][CH2:2][C:3]1[CH:8]=[CH:7][C:6]([NH:9][C:10]([C:12]2[CH2:21][CH2:20][C:19]3[C:14](=[CH:15][C:16]([C:22]4[CH:27]=[CH:26][CH:25]=[CH:24][CH:23]=4)=[CH:17][CH:18]=3)[CH:13]=2)=[O:11])=[CH:5][CH:4]=1.[CH2:28]([N:30]1[CH2:35][CH2:34][CH2:33][CH2:32][CH2:31]1)[CH3:29]>CN(C=O)C>[Cl-:1].[CH2:28]([N+:30]1([CH2:2][C:3]2[CH:8]=[CH:7][C:6]([NH:9][C:10]([C:12]3[CH2:21][CH2:20][C:19]4[C:14](=[CH:15][C:16]([C:22]5[CH:27]=[CH:26][CH:25]=[CH:24][CH:23]=5)=[CH:17][CH:18]=4)[CH:13]=3)=[O:11])=[CH:5][CH:4]=2)[CH2:35][CH2:34][CH2:33][CH2:32][CH2:31]1)[CH3:29] |f:3.4|. Procedure: In DMF (3ml) was dissolved N-[4-(chloromethyl)-phenyl]-7-phenyl-3,4-dihydronaphthalene-2-carboxamide (140mg), and to the mixture was added 1-ethylpiperidine (154 μl). The mixture was stirred at room temperature for 14 hours and concentrated under reduced pressure. The residue was recrystallized from ethyl acetate-methanol to give 1-ethyl-1-[4-(7-phenyl-3,4-dihydro-naphthalene-2-carboxamido)benzyl]piperidinium chloride (Compound 24) (125mg) as colorless crystals. Product: CCOC(=O)c1ccc(-c2ccccc2)c(CN2CCCCC2)c1. The reactants are CCOC(=O)c1ccc(-c2ccccc2)c(CCBr)c1, O=C([O-])[O-], C1CCNCC1, [K+], [K+], CN(C)C=O, O. As a reaction SMILES: [Br:1][CH2:2][CH2:3][c:4]1[c:5](-[c:15]2[cH:16][cH:17][cH:18][cH:19][cH:20]2)[cH:6][cH:7][c:8]([C:10](=[O:11])[O:12][CH2:13][CH3:14])[cH:9]1.[C:27](=[O:28])([O-:29])[O-:30].[CH2:21]1[CH2:22][CH2:23][NH:24][CH2:25][CH2:26]1.[K+:31].[K+:32].[O:34]=[CH:35][N:36]([CH3:37])[CH3:38].[OH2:33]>>[CH2:3]([c:4]1[c:5](-[c:15]2[cH:16][cH:17][cH:18][cH:19][cH:20]2)[cH:6][cH:7][c:8]([C:10](=[O:11])[O:12][CH2:13][CH3:14])[cH:9]1)[N:24]1[CH2:23][CH2:22][CH2:21][CH2:26][CH2:25]1. The reactants are CC1(C)OC(=O)c2ccc(C(O)c3c(F)cc([N+](=O)[O-])cc3F)cc21, O=S(=O)(O)O, c1nc[nH]n1. Yields the product CC1(C)OC(=O)c2ccc(C(c3c(F)cc([N+](=O)[O-])cc3F)n3cncn3)cc21. RXN SMILES: [F:1][c:2]1[c:3]([CH:12]([c:13]2[cH:14][c:15]3[c:19]([cH:20][cH:21]2)[C:18](=[O:22])[O:17][C:16]3([CH3:23])[CH3:24])[OH:25])[c:4]([F:11])[cH:5][c:6]([N+:8](=[O:9])[O-:10])[cH:7]1.[S:31](=[O:32])(=[O:33])([OH:34])[OH:35].[nH:26]1[n:27][cH:28][n:29][cH:30]1>>[F:1][c:2]1[c:3]([CH:12]([c:13]2[cH:14][c:15]3[c:19]([cH:20][cH:21]2)[C:18](=[O:22])[O:17][C:16]3([CH3:23])[CH3:24])[n:26]2[n:27][cH:28][n:29][cH:30]2)[c:4]([F:11])[cH:5][c:6]([N+:8](=[O:9])[O-:10])[cH:7]1. The reactants are N#Cc1ccccc1-c1ccc(CBr)cc1, O=C([O-])O, CS(C)=O, [Na+], O. The product is N#Cc1ccccc1-c1ccc(C=O)cc1. As a reaction SMILES: [Br:1][CH2:2][c:3]1[cH:4][cH:5][c:6](-[c:9]2[c:10]([C:11]#[N:12])[cH:13][cH:14][cH:15][cH:16]2)[cH:7][cH:8]1.[C:17]([O-:18])(=[O:19])[OH:20].[CH3:23][S:24](=[O:25])[CH3:26].[Na+:21].[OH2:22]>>[CH:2]([c:3]1[cH:4][cH:5][c:6](-[c:9]2[c:10]([C:11]#[N:12])[cH:13][cH:14][cH:15][cH:16]2)[cH:7][cH:8]1)=[O:18].